This data is from the Open Reaction Database (ORD), a public repository of structured organic reaction records. The task is: describe an organic reaction: reactants, conditions, products, and yield Reactants: CC(=O)c1ccc(C2(C)CC2C(=O)NC(C)c2ccc(NS(C)(=O)=O)c(C)c2)cc1, C1CCOC1, CCOCC, [Li]C. The product is Cc1cc(C(C)NC(=O)C2CC2(C)c2ccc(C(C)(C)O)cc2)ccc1NS(C)(=O)=O. RXN SMILES: [C:1]([CH3:2])(=[O:3])[c:4]1[cH:5][cH:6][c:7]([C:10]2([CH3:30])[CH:11]([C:13](=[O:14])[NH:15][CH:16]([CH3:17])[c:18]3[cH:19][c:20]([CH3:29])[c:21]([NH:24][S:25](=[O:26])(=[O:27])[CH3:28])[cH:22][cH:23]3)[CH2:12]2)[cH:8][cH:9]1.[CH2:38]1[O:39][CH2:40][CH2:41][CH2:42]1.[CH3:33][CH2:34][O:35][CH2:36][CH3:37].[Li:31][CH3:32]>>[C:1]([CH3:2])([OH:3])([c:4]1[cH:5][cH:6][c:7]([C:10]2([CH3:30])[CH:11]([C:13](=[O:14])[NH:15][CH:16]([CH3:17])[c:18]3[cH:19][c:20]([CH3:29])[c:21]([NH:24][S:25](=[O:26])(=[O:27])[CH3:28])[cH:22][cH:23]3)[CH2:12]2)[cH:8][cH:9]1)[CH3:33]. Reactants: C1(=CC=CC=C1)N1C(=NC2=C1C=CC=C2)[C@H](C)N ((S)-1-(1-phenyl-1H-benzo[d]imidazol-2-yl)ethanamine), ClC1=NC(=NC=C1)N (4-chloropyrimidin-2-amine). Run in C(C)O (ethanol). Reaction conditions: temperature 100 celsius, time 8 hour. Product: C1(=CC=CC=C1)N1C(=NC2=C1C=CC=C2)[C@H](C)NC2=NC(=NC=C2)N ((S)—N4-(1-(1-phenyl-1H-benzo[d]imidazol-2-yl)ethyl)pyrimidine-2,4-diamine). Yield: 45.9%. As a reaction SMILES: [C:1]1([N:7]2[C:11]3[CH:12]=[CH:13][CH:14]=[CH:15][C:10]=3[N:9]=[C:8]2[C@@H:16]([NH2:18])[CH3:17])[CH:6]=[CH:5][CH:4]=[CH:3][CH:2]=1.Cl[C:20]1[CH:25]=[CH:24][N:23]=[C:22]([NH2:26])[N:21]=1>C(O)C>[C:1]1([N:7]2[C:11]3[CH:12]=[CH:13][CH:14]=[CH:15][C:10]=3[N:9]=[C:8]2[C@@H:16]([NH:18][C:20]2[CH:25]=[CH:24][N:23]=[C:22]([NH2:26])[N:21]=2)[CH3:17])[CH:2]=[CH:3][CH:4]=[CH:5][CH:6]=1. Procedure: Into a 25-mL round-bottom flask was placed a solution of (S)-1-(1-phenyl-1H-benzo[d]imidazol-2-yl)ethanamine from Example 4 (238 mg, 1.00 mmol, 1.00 equiv) in ethanol (8 mL) and 4-chloropyrimidin-2-amine (130 mg, 0.99 mmol, 0.98 equiv, 98%). The resulting solution was stirred overnight at 100° C. and concentrated under vacuum. The crude product was applied onto a C18 Column (water/acetonitrile) to afford 150 mg (44%) of 145 as a white solid. LC-MS (ES, m/z): 331 [M+H]+ H-NMR (300 MHz, CD3OD, ppm... Reactants: CC(=O)Nc1ccc(OCCBr)cc1, CCC(=O)N(c1ccccc1)C1CCNCC1. Product: CCC(=O)N(c1ccccc1)C1CCN(CCOc2ccc(NC(C)=O)cc2)CC1. As a reaction SMILES: [C:1]([CH3:2])(=[O:3])[NH:4][c:5]1[cH:6][cH:7][c:8]([O:9][CH2:10][CH2:11][Br:12])[cH:13][cH:14]1.[c:15]1([N:21]([C:22]([CH2:23][CH3:24])=[O:25])[CH:26]2[CH2:27][CH2:28][NH:29][CH2:30][CH2:31]2)[cH:16][cH:17][cH:18][cH:19][cH:20]1>>[C:1]([CH3:2])(=[O:3])[NH:4][c:5]1[cH:6][cH:7][c:8]([O:9][CH2:10][CH2:11][N:29]2[CH2:28][CH2:27][CH:26]([N:21]([c:15]3[cH:16][cH:17][cH:18][cH:19][cH:20]3)[C:22]([CH2:23][CH3:24])=[O:25])[CH2:31][CH2:30]2)[cH:13][cH:14]1. Reactants: solution, B(Cl)(Cl)Cl (boron trichloride), C1=CC=CC=2C3=CC=CC=C3NC12 (carbazole), CSC#N (methyl thiocyanate), [OH-].[Na+] (sodium hydroxide). Solvent: C1(=CC=CC=C1)C (toluene), C1(=CC=CC=C1)C (toluene). Conditions: time 3 hour. The product is C(#N)C1=CC=CC=2C3=CC=CC=C3NC12 (1-cyanocarbazole). Yield: 75.0%. RXN SMILES: B(Cl)(Cl)Cl.[CH:5]1[C:17]2[NH:16][C:15]3[C:10](=[CH:11][CH:12]=[CH:13][CH:14]=3)[C:9]=2[CH:8]=[CH:7][CH:6]=1.CS[C:20]#[N:21].[OH-].[Na+]>C1(C)C=CC=CC=1>[C:20]([C:14]1[C:15]2[NH:16][C:17]3[C:9](=[CH:8][CH:7]=[CH:6][CH:5]=3)[C:10]=2[CH:11]=[CH:12][CH:13]=1)#[N:21] |f:3.4|. Reported procedure: To 5.4 ml of a solution of 2.04M of boron trichloride in toluene was added a solution of 1.67 g of carbazole in 10 ml of toluene, and the mixture was refluxed for 1 hr. After cooling, the mixture was treated with 1 ml of methyl thiocyanate and stirred at room temperature for 3 hr. The reaction mixture was poured into 4N aqueous sodium hydroxide under ice-cooling and stirred at 100° C. on an oil bath for 30 min. After cooling, the reaction solution was extracted with methylene chloride, washed wi...